Dataset: the Open Reaction Database (ORD), a public repository of structured organic reaction records. Task: describe an organic reaction: reactants, conditions, products, and yield Reactants: C(C)OP(=O)(OCC)C[C@@H]1C[C@@H](NCC1)C(=O)N (cis-4-diethylphosphonomethyl-2-piperidinecarboxamide), C=O (formaldehyde). The reagents and catalysts are [Pd] (palladium on carbon). The solvent is CO (methanol). Reaction conditions: time 16 hour. Product: CN1[C@H](C[C@H](CC1)CP(=O)(OCC)OCC)C(=O)N (cis-1-methyl-4-diethylphosphonomethyl-2-piperidinecarboxamide). As a reaction SMILES: [CH2:1]([O:3][P:4]([CH2:9][C@H:10]1[CH2:15][CH2:14][NH:13][C@@H:12]([C:16]([NH2:18])=[O:17])[CH2:11]1)([O:6][CH2:7][CH3:8])=[O:5])[CH3:2].[CH2:19]=O>[Pd].CO>[CH3:19][N:13]1[CH2:14][CH2:15][C@H:10]([CH2:9][P:4]([O:6][CH2:7][CH3:8])([O:3][CH2:1][CH3:2])=[O:5])[CH2:11][C@@H:12]1[C:16]([NH2:18])=[O:17]. Reported procedure: A mixture of 500 mg of cis-4-diethylphosphonomethyl-2-piperidinecarboxamide, 3 ml of 37% aqueous formaldehyde, 50 ml of methanol and 500 mg of 10% palladium on carbon catalyst is hydrogenated at 3 atmospheres pressure for 16 hours. The solvent is removed and the residue chromatographed on silica gel with 10% methanol/methylene chloride as the eluant to afford cis-1-methyl-4-diethylphosphonomethyl-2-piperidinecarboxamide. This product is refluxed for 16 hours in 6N hydrochloric acid followed by t... The reactants are O=C([O-])[O-], CCCNC(=O)c1c(C)n(C)c2cc(O)ccc12, O=C(c1cc2nccc(Cl)c2s1)N1CCCC1CO, [Cs+], [Cs+]. Product: CCCNC(=O)c1c(C)n(C)c2cc(Oc3ccnc4cc(C(=O)N5CCCC5CO)sc34)ccc12. Reaction SMILES: [C:38](=[O:39])([O-:40])[O-:41].[CH2:20]([CH2:21][CH3:22])[NH:23][C:24](=[O:25])[c:26]1[c:27]([CH3:37])[n:28]([CH3:36])[c:29]2[cH:30][c:31]([OH:35])[cH:32][cH:33][c:34]12.[Cl:1][c:2]1[c:3]2[c:4]([n:5][cH:6][cH:7]1)[cH:8][c:9]([C:11](=[O:12])[N:13]1[CH:14]([CH2:18][OH:19])[CH2:15][CH2:16][CH2:17]1)[s:10]2.[Cs+:42].[Cs+:43]>>[c:2]1([O:35][c:31]2[cH:30][c:29]3[n:28]([CH3:36])[c:27]([CH3:37])[c:26]([C:24]([NH:23][CH2:20][CH2:21][CH3:22])=[O:25])[c:34]3[cH:33][cH:32]2)[c:3]2[c:4]([n:5][cH:6][cH:7]1)[cH:8][c:9]([C:11](=[O:12])[N:13]1[CH:14]([CH2:18][OH:19])[CH2:15][CH2:16][CH2:17]1)[s:10]2. Starting materials: O=C(O)C#CC(=O)O, C1=C(N2CCCC2)CCC1. Yields the product O=C(O)C1=CCCCC(N2CCCC2)=C1C(=O)O. Reaction SMILES: [C:11]([C:12]#[C:13][C:14](=[O:15])[OH:16])(=[O:17])[OH:18].[C:1]1([N:6]2[CH2:7][CH2:8][CH2:9][CH2:10]2)=[CH:2][CH2:3][CH2:4][CH2:5]1>>[C:1]1([N:6]2[CH2:7][CH2:8][CH2:9][CH2:10]2)=[C:12]([C:11](=[O:17])[OH:18])[C:13]([C:14](=[O:15])[OH:16])=[CH:2][CH2:3][CH2:4][CH2:5]1. Starting materials: C(C)(C)(C)N1N=C(C=2C1=NC=NC2N)C2=CC(=CC=C2)OCC2=CC=CC=C2 (1-tert-butyl-3-(3-(benzyloxy)phenyl)-1H-pyrazolo[3,4-d]pyrimidin-4-amine), NC1=C2C(=NC=N1)NN=C2C=2C=C(C=CC2)O (3-(4-amino-1H-pyrazolo[3,4-d]pyrimidin-3-yl)phenol). Run in C(=O)O (formic acid), Cl (HCl). The product is C(C1=CC=CC=C1)OC=1C=C(C=CC1)C1=NNC2=NC=NC(=C21)N (3-(3-(benzyloxy)phenyl)-1H-pyrazolo[3,4-d]pyrimidin-4-amine). Reaction SMILES: C([N:5]1[C:9]2=[N:10][CH:11]=[N:12][C:13]([NH2:14])=[C:8]2[C:7]([C:15]2[CH:20]=[CH:19][CH:18]=[C:17]([O:21][CH2:22][C:23]3[CH:28]=[CH:27][CH:26]=[CH:25][CH:24]=3)[CH:16]=2)=[N:6]1)(C)(C)C.NC1N=CN=C2NN=C(C3C=C(O)C=CC=3)C=12>C(O)=O.Cl>[CH2:22]([O:21][C:17]1[CH:16]=[C:15]([C:7]2[C:8]3[C:9](=[N:10][CH:11]=[N:12][C:13]=3[NH2:14])[NH:5][N:6]=2)[CH:20]=[CH:19][CH:18]=1)[C:23]1[CH:28]=[CH:27][CH:26]=[CH:25][CH:24]=1. Reported procedure: 1-tert-butyl-3-(3-(benzyloxy)phenyl)-1H-pyrazolo[3,4-d]pyrimidin-4-amine (19 mg, 0.052 mmol) was dissolved in a solution of formic acid (1 mL) and conc. HCl (0.1 mL) and heated to reflux for 30 min. Reaction yielded a mixture of ZK136 and 3-(4-amino-1H-pyrazolo[3,4-d]pyrimidin-3-yl)phenol (ZK138). Reaction was concentrated in vacuo and the products purified by RP-HPLC (MeCN:H2O:0.1% TFA). ZK136: ESI-MS (M+H)+ m/z calcd 318.1, found 318.3. ZK138: ESI-MS (M+H)+ m/z calcd 228.1, found 228.3. The reactants are CO, NN, O=C1c2ccccc2C(=O)N1Cc1csc(-c2ccccc2)c1. The product is NCc1csc(-c2ccccc2)c1. RXN SMILES: [CH3:26][OH:27].[NH2:24][NH2:25].[c:1]1(-[c:7]2[cH:8][c:9]([CH2:12][N:13]3[C:14](=[O:15])[c:16]4[c:17]([cH:18][cH:19][cH:20][cH:21]4)[C:22]3=[O:23])[cH:10][s:11]2)[cH:2][cH:3][cH:4][cH:5][cH:6]1>>[c:1]1(-[c:7]2[cH:8][c:9]([CH2:12][NH2:13])[cH:10][s:11]2)[cH:2][cH:3][cH:4][cH:5][cH:6]1. The reactants are C(C)N(C(=O)NC=1C(=NN(C1)C1OCCCC1)C1=NC2=C(N1)C=C(C(=C2)F)OCCCN2CCCCC2)CC (1,1-diethyl-3-[3-[5-fluoro-6-(3-piperidin-1-ylpropoxy)-1H-benzimidazol-2-yl]-1-(tetrahydropyran-2-yl)-1H-pyrazol-4-yl]urea), solution, Cl (HCl). Solvent: O1CCOCC1 (dioxane). Conditions: time 48 hour. Yields the product Cl.C(C)N(C(=O)NC=1C(=NNC1)C1=NC2=C(N1)C=C(C(=C2)F)OCCCN2CCCCC2)CC (1,1-diethyl-3-{3-[5-fluoro-6-(3-piperidin-1-ylpropoxy)-1H-benzimidazol-2-yl]-1H-pyrazol-4-yl}urea Hydrochloride). Reaction SMILES: [CH2:1]([N:3]([CH2:38][CH3:39])[C:4]([NH:6][C:7]1[C:8]([C:18]2[NH:22][C:21]3[CH:23]=[C:24]([O:28][CH2:29][CH2:30][CH2:31][N:32]4[CH2:37][CH2:36][CH2:35][CH2:34][CH2:33]4)[C:25]([F:27])=[CH:26][C:20]=3[N:19]=2)=[N:9][N:10](C2CCCCO2)[CH:11]=1)=[O:5])[CH3:2].[ClH:40]>O1CCOCC1>[ClH:40].[CH2:38]([N:3]([CH2:1][CH3:2])[C:4]([NH:6][C:7]1[C:8]([C:18]2[NH:22][C:21]3[CH:23]=[C:24]([O:28][CH2:29][CH2:30][CH2:31][N:32]4[CH2:37][CH2:36][CH2:35][CH2:34][CH2:33]4)[C:25]([F:27])=[CH:26][C:20]=3[N:19]=2)=[N:9][NH:10][CH:11]=1)=[O:5])[CH3:39] |f:3.4|. Reported procedure: 70 mg of 1,1-diethyl-3-[3-[5-fluoro-6-(3-piperidin-1-ylpropoxy)-1H-benzimidazol-2-yl]-1-(tetrahydropyran-2-yl)-1H-pyrazol-4-yl]urea are suspended in 3 mL of a 3N solution of HCl in dioxane. The medium is stirred at ambient temperature for 48 hours. The solvent is evaporated off under vacuum in a rotary evaporator. The reaction crude is purified by flash chromatography on a 4 g silica cartridge, eluent: 100/0 to 80/20 dichloromethane/methanol. The fractions containing the expected product are con... The reactants are C(=O)C1=CC=C(O1)B(O)O ((5-formylfuran-2-yl)boronic acid), BrC1=CC=C(C=C1)S(F)(F)(F)(F)F (1-bromo-4-(pentafluoro-λ6-sulfanyl)benzene). Reagents/catalysts: O.[Ru](=O)=O (ruthenium(IV) oxide hydrate). Yields the product FS(C1=CC=C(C=C1)[C@@H]1CC[C@@H](O1)CO)(F)(F)(F)F ({cis-5-[4-(pentafluoro-λ6-sulfanyl)phenyl]tetrahydrofuran-2-yl}methanol). As a reaction SMILES: [CH:1]([C:3]1[O:7][C:6](B(O)O)=[CH:5][CH:4]=1)=[O:2].Br[C:12]1[CH:17]=[CH:16][C:15]([S:18]([F:23])([F:22])([F:21])([F:20])[F:19])=[CH:14][CH:13]=1>O.[Ru](=O)=O>[F:19][S:18]([F:20])([F:21])([F:22])([F:23])[C:15]1[CH:14]=[CH:13][C:12]([C@H:6]2[O:7][C@@H:3]([CH2:1][OH:2])[CH2:4][CH2:5]2)=[CH:17][CH:16]=1 |f:2.3|. Procedure details: The requisite {cis-5-[4-(pentafluoro-λ6-sulfanyl)phenyl]tetrahydrofuran-2-yl}methanol was prepared via Suzuki reaction of (5-formylfuran-2-yl)boronic acid with 1-bromo-4-(pentafluoro-λ6-sulfanyl)benzene, followed by hydrogenation in the presence of ruthenium(IV) oxide hydrate. Reactants: CN1C(N(C(C1=NC(CCl)Cl)=O)C1=C(C=CC=C1)Cl)=O (1-methyl-3-(2-chlorophenyl)-5-(1,2-dichloroethyl)imino-1,3-diazolidine-2,4-dione), ClC1=C(C=CC=C1)N1CN(CC1=NC(CCl)Cl)C (2-chlorophenyl-3-methyl-5-(1,2-dichloroethyl)imino-1,3-diazolidine). Yields the product ClC1=C(C=CC=C1)N1C(N(C(C1=NC(CCl)Cl)=O)C1CCCCC1)=O (1-(2-chlorophenyl)-3-cyclohexyl-5-(1,2-dichloroethyl)imino-1,3-diazolidine-2,4-dione). As a reaction SMILES: [CH3:1][N:2]1[C:6](=[N:7][CH:8]([Cl:11])[CH2:9][Cl:10])[C:5](=[O:12])[N:4]([C:13]2[CH:18]=[CH:17][CH:16]=[CH:15][C:14]=2Cl)[C:3]1=[O:20].[Cl:21][C:22]1C=[CH:26][CH:25]=[CH:24][C:23]=1N1C(=NC(Cl)CCl)CN(C)C1>>[Cl:21][C:22]1[CH:23]=[CH:24][CH:25]=[CH:26][C:1]=1[N:2]1[C:6](=[N:7][CH:8]([Cl:11])[CH2:9][Cl:10])[C:5](=[O:12])[N:4]([CH:13]2[CH2:18][CH2:17][CH2:16][CH2:15][CH2:14]2)[C:3]1=[O:20]. Procedure details: Similarly the reverse 1-position-3-position isomers of each of the above prepared compounds are prepared by using the corresponding position isomer of formula A as the starting material. For example, by using 1-methyl-3-(2-chlorophenyl)-5-(1,2-dichloroethyl)imino-1,3-diazolidine-2,4-dione in place of 1-(2-chlorophenyl-3-methyl-5-(1,2-dichloroethyl)imino-1,3-diazolidine the following compounds (as well as the other 1-3 positions isomers of each of the above products are prepared: Reactants: ClC=1C=C(C=CC1)SCC(C(CC(C)=O)O)C (6-(3-chlorophenylthio)-4-hydroxy-5-methyl-2-hexanone), C1(=CC=C(C=C1)S(=O)(=O)O)C (p-toluene sulfonic acid). The solvent is C1(=CC=CC=C1)C (toluene). The product is ClC=1C=C(C=CC1)SCC(C=CC(C)=O)C (6-(3-chlorophenylthio)-5-methyl-3-hexen-2-one). Yield: 98.9%. RXN SMILES: [Cl:1][C:2]1[CH:3]=[C:4]([S:8][CH2:9][CH:10]([CH3:17])[CH:11](O)[CH2:12][C:13](=[O:15])[CH3:14])[CH:5]=[CH:6][CH:7]=1.C1(C)C=CC(S(O)(=O)=O)=CC=1>C1(C)C=CC=CC=1>[Cl:1][C:2]1[CH:3]=[C:4]([S:8][CH2:9][CH:10]([CH3:17])[CH:11]=[CH:12][C:13](=[O:15])[CH3:14])[CH:5]=[CH:6][CH:7]=1. Procedure details: 1.00 Gram of 6-(3-chlorophenylthio)-4-hydroxy-5-methyl-2-hexanone was dissolved in 100 ml of toluene, and 0.02 g of p-toluene sulfonic acid was added thereto. The resulting mixture was refluxed for 1.5 hours with stirring. After having been cooled, the mixture was washed with a saturated aqueous sodium hydrogencarbonate solution and then saturated aqueous sodium chloride solution. Then the mixture was dried over anhydrous magnesium sulfate. Removing the solvent from the mixture under reduced pre...